Dataset: the Open Reaction Database (ORD), a public repository of structured organic reaction records. Task: describe an organic reaction: reactants, conditions, products, and yield The reactants are O (water), C([O-])([O-])=O.[Na+].[Na+] (Sodium carbonate), FC(S(=O)(=O)OC=1CCN(CC1)C(=O)OCC1=CC=CC=C1)(F)F (benzyl 4-{[(trifluoromethyl)sulfonyl]oxy}-3,6-dihydropyridine-1(2H)-carboxylate), COC1=NC=CC=C1B(O)O ((2-methoxypyridin-3-yl)boronic acid). Reagents/catalysts: C1=CC=C(C=C1)[PH+](C2=CC=CC=C2)[C]3[CH][CH][CH][CH]3.C1=CC=C(C=C1)[PH+](C2=CC=CC=C2)[C]3[CH][CH][CH][CH]3.C(Cl)Cl.Cl[Pd]Cl.[Fe] (Dichloro [1,1′-bis(diphenylphosphino)ferrocene]palladium(II) dichloromethane adduct). Solvent: CN(C=O)C (N,N-dimethylformamide). Conditions: temperature 70 celsius, time 2 hour. Product: COC1=NC=CC=C1C=1CCN(CC1)C(=O)OCC1=CC=CC=C1 (Benzyl 2-methoxy-3′,6′-dihydro-3,4′-bipyridine-1′(2′H)-carboxylate). Yield: 72.8%. RXN SMILES: C(=O)([O-])[O-].[Na+].[Na+].FC(F)(F)S(O[C:13]1[CH2:14][CH2:15][N:16]([C:19]([O:21][CH2:22][C:23]2[CH:28]=[CH:27][CH:26]=[CH:25][CH:24]=2)=[O:20])[CH2:17][CH:18]=1)(=O)=O.[CH3:31][O:32][C:33]1[C:38](B(O)O)=[CH:37][CH:36]=[CH:35][N:34]=1.O>CN(C)C=O.C1C=CC([PH+]([C]2[CH][CH][CH][CH]2)C2C=CC=CC=2)=CC=1.C1C=CC([PH+]([C]2[CH][CH][CH][CH]2)C2C=CC=CC=2)=CC=1.C(Cl)Cl.Cl[Pd]Cl.[Fe]>[CH3:31][O:32][C:33]1[C:38]([C:13]2[CH2:14][CH2:15][N:16]([C:19]([O:21][CH2:22][C:23]3[CH:28]=[CH:27][CH:26]=[CH:25][CH:24]=3)=[O:20])[CH2:17][CH:18]=2)=[CH:37][CH:36]=[CH:35][N:34]=1 |f:0.1.2,7.8.9.10.11,^1:52,53,54,55,56,70,71,72,73,74|. Procedure details: Sodium carbonate (2.0 M in water; 4.0 mL, 8.09 mmol) was added to a solution of benzyl 4-{[(trifluoromethyl)sulfonyl]oxy}-3,6-dihydropyridine-1(2H)-carboxylate (1.26 g, 3.45 mmol) and (2-methoxypyridin-3-yl)boronic acid (0.58 g, 3.79 mmol) in N,N-dimethylformamide (12 mL). Dichloro [1,1′-bis(diphenylphosphino)ferrocene]palladium(II) dichloromethane adduct (0.25 g, 0.345 mmol) was added and the mixture was heated to 70° C. After 2 h, the mixture was cooled to ambient temperature and water was add... Reactants: C#Cc1c(C(N)=O)ncn1C1OC(CO)C(O)C1O, Cl, [Na+], [OH-]. The product is C#Cc1[nH]cnc1C(N)=O. RXN SMILES: [C:1](#[CH:2])[c:3]1[c:4]([C:17](=[O:18])[NH2:19])[n:5][cH:6][n:7]1[CH:8]1[O:9][CH:10]([CH2:11][OH:12])[CH:13]([OH:14])[CH:15]1[OH:16].[ClH:22].[Na+:21].[OH-:20]>>[C:1](#[CH:2])[c:3]1[c:4]([C:17](=[O:18])[NH2:19])[n:5][cH:6][nH:7]1.